Dataset: the Open Reaction Database (ORD), a public repository of structured organic reaction records. Task: describe an organic reaction: reactants, conditions, products, and yield Reactants: BrC=1SC2=C(N1)C=CC=C2 (2-Bromo-1,3-benzothiazole), CC1(OB(OC1(C)C)C=1C=CC(=NC1)N1CCOCC1)C (4-[5-(4,4,5,5-tetramethyl-1,3,2-dioxaborolan-2-yl)pyridin-2-yl]morpholine), COC1=CC2=C(N=C(S2)C=2C=NC(=NC2)N)C=C1 (5-(6-methoxy-1,3-benzothiazol-2-yl)pyrimidin-2-amine). The solvent is CCCCCCC.CCOC(=O)C (Heptane EtOAc). The product is COC=1C=CC2=C(N=C(S2)C=2C=CC(=NC2)NC)C1 (5-(5-Methoxy-1,3-benzothiazol-2-yl)-N-methylpyridin-2-amine). As a reaction SMILES: Br[C:2]1[S:3][C:4]2[CH:10]=[CH:9][CH:8]=[CH:7][C:5]=2[N:6]=1.CC1(C)C(C)(C)OB([C:19]2[CH:20]=[CH:21][C:22]([N:25]3CCOC[CH2:26]3)=[N:23][CH:24]=2)O1.[CH3:32][O:33]C1C=CC2N=C(C3C=NC(N)=NC=3)SC=2C=1>CCCCCCC.CCOC(C)=O>[CH3:32][O:33][C:8]1[CH:9]=[CH:10][C:4]2[S:3][C:2]([C:19]3[CH:20]=[CH:21][C:22]([NH:25][CH3:26])=[N:23][CH:24]=3)=[N:6][C:5]=2[CH:7]=1 |f:3.4|. Procedure details: 2-Bromo-1,3-benzothiazole (100 mg, 0.47 mmol) and 4-[5-(4,4,5,5-tetramethyl-1,3,2-dioxaborolan-2-yl)pyridin-2-yl]morpholine (163 mg, 0.56 mmol) were reacted according to the procedure used for the preparation of 5-(6-methoxy-1,3-benzothiazol-2-yl)pyrimidin-2-amine. Flash chromatography (Heptane/EtOAc 1:1) furnished the title compound (73 mg) as an off-white solid. 1H NMR δ 8.81 (d, 1H) 8.18 (dd, 1H) 8.10 (d, 1H) 7.98 (d, 1H) 7.54-7.48 (m, 1H) 7.44-7.38 (m, 1H) 7.00 (d, 1H) 3.74-3.70 (m, 4H) 3.65... Starting materials: FC1=CC=C(C=C1)C(C#N)CC (rac-2-(4-fluoro-phenyl)-butyronitrile), C(CN)N (ethylene diamine). Yields the product FC1=CC=C(C=C1)C(CC)C=1NCCN1 (rac-2-[1-(4-Fluoro-phenyl)-propyl]-4,5-dihydro-1H-imidazole). RXN SMILES: [F:1][C:2]1[CH:7]=[CH:6][C:5]([CH:8]([CH2:11][CH3:12])[C:9]#[N:10])=[CH:4][CH:3]=1.[CH2:13](N)[CH2:14][NH2:15]>>[F:1][C:2]1[CH:3]=[CH:4][C:5]([CH:8]([C:9]2[NH:15][CH2:14][CH2:13][N:10]=2)[CH2:11][CH3:12])=[CH:6][CH:7]=1. Procedure: rac-2-[1-(4-Fluoro-phenyl)-propyl]-4,5-dihydro-1H-imidazole was prepared from rac-2-(4-fluoro-phenyl)-butyronitrile and ethylene diamine in analogy to Example 22: colourless powder; MS (ISP): 207.0 ((M+H)+.). Starting materials: NC(CCO)C=1C=NC(=CC1)C(F)(F)F (Racemic 3-amino-3-(6-(trifluoromethyl)pyridin-3-yl)propan-1-ol). Solvent: CCCCCC.CCO (hexane EtOH). The product is N[C@@H](CCO)C=1C=NC(=CC1)C(F)(F)F ((S)-3-amino-3-(6-(trifluoromethyl)pyridin-3-yl)propan-1-ol), N[C@H](CCO)C=1C=NC(=CC1)C(F)(F)F ((R)-3-amino-3-(6-(trifluoromethyl)pyridin-3-yl)propan-1-ol). Procedure details: Racemic 3-amino-3-(6-(trifluoromethyl)pyridin-3-yl)propan-1-ol (1.10 g, 5.00 mmol) was resolved by chiral HPLC (conditions: CHIRALPAK AD-H column, 20×250 mm, hexane/EtOH [88:12] at 20 mL/min, UV at 230 nm) to give (S)-3-amino-3-(6-(trifluoromethyl)pyridin-3-yl)propan-1-ol and (R)-3-amino-3-(6-(trifluoromethyl)pyridin-3-yl)propan-1-ol. Analytical chiral HPLC: CHIRALPAK AD-H column, 250×4.6 mm, hexane/EtOH [90:10] at 1.0 mL/min, UV at 230 nm); retention time for (S)-isomer: 18.68 min (>99% ee); re... Reaction SMILES: [NH2:1][CH:2]([C:6]1[CH:7]=[N:8][C:9]([C:12]([F:15])([F:14])[F:13])=[CH:10][CH:11]=1)[CH2:3][CH2:4][OH:5]>CCCCCC.CCO>[NH2:1][C@H:2]([C:6]1[CH:7]=[N:8][C:9]([C:12]([F:15])([F:13])[F:14])=[CH:10][CH:11]=1)[CH2:3][CH2:4][OH:5].[NH2:1][C@@H:2]([C:6]1[CH:7]=[N:8][C:9]([C:12]([F:15])([F:13])[F:14])=[CH:10][CH:11]=1)[CH2:3][CH2:4][OH:5] |f:1.2|. Reactants: C(C)(C)(C)OC(=O)N1CCN(CC1)C1=NC=NC(=N1)Cl (4-(4-Chloro-[1,3,5]triazin-2-yl)-piperazine-1-carboxylic acid tert-butyl ester), CNC (dimethylamine). Solvent: CO (methanol). Product: C(C)(C)(C)OC(=O)N1CCN(CC1)C1=NC=NC(=N1)N(C)C (4-(4-Dimethylamino-[1,3,5]triazin-2-yl)-piperazine-1-carboxylic acid tert-butyl ester). Reaction SMILES: [C:1]([O:5][C:6]([N:8]1[CH2:13][CH2:12][N:11]([C:14]2[N:19]=[C:18](Cl)[N:17]=[CH:16][N:15]=2)[CH2:10][CH2:9]1)=[O:7])([CH3:4])([CH3:3])[CH3:2].[CH3:21][NH:22][CH3:23]>CO>[C:1]([O:5][C:6]([N:8]1[CH2:13][CH2:12][N:11]([C:14]2[N:19]=[C:18]([N:22]([CH3:23])[CH3:21])[N:17]=[CH:16][N:15]=2)[CH2:10][CH2:9]1)=[O:7])([CH3:4])([CH3:3])[CH3:2]. Procedure: A solution of 2 mmol of 4-(4-Chloro-[1,3,5]triazin-2-yl)-piperazine-1-carboxylic acid tert-butyl ester in 15 ml of 2M dimethylamine in methanol was stirred at room temperature for 1 hour. Concentration and purification by chromatography (SiO2; ethyl acetate/cyclohexane 1:1) yielded the title compound as a colorless solid. MS (m/e): 309.1 (MH+, 100%) Reactants: [Li]CCCC, CCCCCC, CCOC(C)=O, Cl, COc1c(F)cccc1F, O=C=O, C1CCOC1, O. Yields the product COC(=O)c1ccc(F)c(OC)c1F. RXN SMILES: [CH2:11]([Li:12])[CH2:13][CH2:14][CH3:15].[CH3:25][CH2:26][CH2:27][CH2:28][CH2:29][CH3:30].[CH3:32][CH2:33][O:34][C:35](=[O:36])[CH3:37].[ClH:19].[F:1][c:2]1[c:3]([O:9][CH3:10])[c:4]([F:8])[cH:5][cH:6][cH:7]1.[O:16]=[C:17]=[O:18].[O:20]1[CH2:21][CH2:22][CH2:23][CH2:24]1.[OH2:31]>>[F:1][c:2]1[c:3]([O:9][CH3:10])[c:4]([F:8])[cH:5][cH:6][c:7]1[C:17](=[O:16])[O:18][CH3:11]. The reactants are ClC1=NC2=CC=C(C=C2C=C1C(=O)O)Cl (2,6-dichloroquinoline-3-carboxylic acid), NC(C(=O)O)CC1=NC=CC=C1 (2-amino-3-pyridin-2-yl-propionic acid). Run in CS(=O)C (DMSO). Yields the product C(=O)(O)C(CC1=NC=CC=C1)NC1=NC2=CC=C(C=C2C=C1C(=O)O)Cl (2-(1-Carboxy-2-pyridin-2-yl-ethylamino)-6-chloro-quinoline-3-carboxylic acid). RXN SMILES: Cl[C:2]1[C:11]([C:12]([OH:14])=[O:13])=[CH:10][C:9]2[C:4](=[CH:5][CH:6]=[C:7]([Cl:15])[CH:8]=2)[N:3]=1.[NH2:16][CH:17]([CH2:21][C:22]1[CH:27]=[CH:26][CH:25]=[CH:24][N:23]=1)[C:18]([OH:20])=[O:19]>CS(C)=O>[C:18]([CH:17]([NH:16][C:2]1[C:11]([C:12]([OH:14])=[O:13])=[CH:10][C:9]2[C:4](=[CH:5][CH:6]=[C:7]([Cl:15])[CH:8]=2)[N:3]=1)[CH2:21][C:22]1[CH:27]=[CH:26][CH:25]=[CH:24][N:23]=1)([OH:20])=[O:19]. Procedure: In close analogy to the procedure described in Example 1, 2,6-dichloroquinoline-3-carboxylic acid is reacted with 2-amino-3-pyridin-2-yl-propionic acid in DMSO to provide the title compound in good yield. Reactants: C1(=CC=CC=C1)[C@@H](C)N1[C@@H]2C=C[C@H]([C@H]1C(=O)OCC)C2 (ethyl (1S,3S,4R)-2-[(1R)-1-phenylethyl]-2-azabicyclo[2.2.1]hept-5-ene-3-carboxylate), IN1C(CCC1=O)=O (N-iodosuccinimide), O (water). The solvent is CS(=O)C (dimethyl sulfoxide). Conditions: time 30 minute. The product is O[C@@H]1C[C@H]2[C@H](N([C@@H]1[C@H]2I)[C@H](C)C2=CC=CC=C2)C(=O)OCC (Ethyl (1S,3S,4S,6R,7S)-6-hydroxy-7-iodo-2-[(1R)-1-phenylethyl]-2-azabicyclo[2.2.1]heptane-3-carboxylate). RXN SMILES: [C:1]1([C@H:7]([N:9]2[C@H:14]([C:15]([O:17][CH2:18][CH3:19])=[O:16])[C@@H:13]3[CH2:20][C@H:10]2[CH:11]=[CH:12]3)[CH3:8])[CH:6]=[CH:5][CH:4]=[CH:3][CH:2]=1.[I:21]N1C(=O)CCC1=O.[OH2:29]>CS(C)=O>[OH:29][C@H:11]1[C@H:10]2[C@@H:20]([I:21])[C@H:13]([C@@H:14]([C:15]([O:17][CH2:18][CH3:19])=[O:16])[N:9]2[C@@H:7]([C:1]2[CH:6]=[CH:5][CH:4]=[CH:3][CH:2]=2)[CH3:8])[CH2:12]1. Reported procedure: To a solution of ethyl (1S,3S,4R)-2-[(1R)-1-phenylethyl]-2-azabicyclo[2.2.1]hept-5-ene-3-carboxylate obtained in Example 5-1 (2.44 g) in dimethyl sulfoxide (12 mL) and water (1.5 mL), was added N-iodosuccinimide (2.06 g). The mixture was stirred at room temperature for 30 minutes. Starting materials: Cl, [K+], N#CO[K], C1CN2CCC(CC2)N1, C1CCOC1, [OH-], O. The product is NC(=O)N1CCN2CCC1CC2. Reaction SMILES: [ClH:14].[K+:16].[K:10][O:11][C:12]#[N:13].[N:1]12[CH2:2][CH2:3][NH:4][CH:5]([CH2:6][CH2:7]1)[CH2:8][CH2:9]2.[O:17]1[CH2:18][CH2:19][CH2:20][CH2:21]1.[OH-:15].[OH2:22]>>[N:1]12[CH2:2][CH2:3][N:4]([C:12](=[O:11])[NH2:13])[CH:5]([CH2:6][CH2:7]1)[CH2:8][CH2:9]2. Starting materials: O=C([O-])O, CCCCN(CCCC)C(=O)CO, ClCCl, [Na+], COC(=O)C1OC1(c1ccccc1)c1ccccc1, Cc1ccc(S(=O)(=O)O)cc1. Product: CCCCN(CCCC)C(=O)COC(c1ccccc1)(c1ccccc1)C(O)C(=O)OC. Reaction SMILES: [C:44](=[O:45])([OH:46])[O-:47].[CH2:1]([CH2:2][CH2:3][CH3:4])[N:5]([C:6]([CH2:7][OH:8])=[O:9])[CH2:10][CH2:11][CH2:12][CH3:13].[CH2:49]([Cl:50])[Cl:51].[Na+:48].[O:14]1[CH:15]([C:16](=[O:17])[O:18][CH3:19])[C:20]1([c:21]1[cH:22][cH:23][cH:24][cH:25][cH:26]1)[c:27]1[cH:28][cH:29][cH:30][cH:31][cH:32]1.[c:33]1([CH3:34])[cH:35][cH:36][c:37]([S:38]([OH:39])(=[O:40])=[O:41])[cH:42][cH:43]1>>[CH2:1]([CH2:2][CH2:3][CH3:4])[N:5]([C:6]([CH2:7][O:8][C:20]([CH:15]([OH:14])[C:16](=[O:17])[O:18][CH3:19])([c:21]1[cH:22][cH:23][cH:24][cH:25][cH:26]1)[c:27]1[cH:28][cH:29][cH:30][cH:31][cH:32]1)=[O:9])[CH2:10][CH2:11][CH2:12][CH3:13].